From a dataset of the Open Reaction Database (ORD), a public repository of structured organic reaction records. describe an organic reaction: reactants, conditions, products, and yield The reactants are C1(=CC=CC=C1)S(=O)(=O)CC1=CC=C(C(=C1C(=O)OCC)O)C1=COC=C1 (ethyl 6-(benzenesulphonylmethyl)-3-(furan-3-yl)-2-hydroxybenzoate), C12C(CC(C=C1)CC2)S(=O)(=O)CC2=CC=C(C(=C2C(=O)OC)OC)Br (methyl 6-(bicyclo[2.2.2]oct-5-ene-2-ylsulphonylmethyl)-3-bromo-2-methoxybenzoate). Yields the product C12C(CC(C=C1)CC2)S(=O)(=O)CC2=CC=C(C(=C2C(=O)OC)OC)C2=COC=C2 (Methyl 6-(bicyclo[2.2.2]oct-5-ene-2-ylsulphonylmethyl)-3-(furan-3-yl)-2-methoxybenzoate). As a reaction SMILES: C1(S(CC2C(C(OCC)=O)=C(O)C([C:23]3[CH:27]=[CH:26][O:25][CH:24]=3)=CC=2)(=O)=O)C=CC=CC=1.[CH:28]12[CH2:35][CH2:34][CH:31]([CH:32]=[CH:33]1)[CH2:30][CH:29]2[S:36]([CH2:39][C:40]1[C:45]([C:46]([O:48][CH3:49])=[O:47])=[C:44]([O:50][CH3:51])[C:43](Br)=[CH:42][CH:41]=1)(=[O:38])=[O:37]>>[CH:28]12[CH2:35][CH2:34][CH:31]([CH:32]=[CH:33]1)[CH2:30][CH:29]2[S:36]([CH2:39][C:40]1[C:45]([C:46]([O:48][CH3:49])=[O:47])=[C:44]([O:50][CH3:51])[C:43]([C:23]2[CH:27]=[CH:26][O:25][CH:24]=2)=[CH:42][CH:41]=1)(=[O:38])=[O:37]. Procedure details: Prepared by proceeding in a similar manner to Intermediate 36, starting from methyl 6-(bicyclo[2.2.2]oct-5-ene-2-ylsulphonylmethyl)-3-bromo-2-methoxybenzoate. Reactants: C(C)OC(COC1=C2CCC3=C(N=C(S3)S)C2=CC=C1)=O (ethyl[(2-mercapto-4,5-dihydronaphtho[1,2-d]thiazol-6-yl)oxy]acetate), C1(=CC=CC=C1)C(CI)C1=CC=CC=C1 (2,2-diphenylethyl iodide), C([O-])([O-])=O.[K+].[K+] (potassium carbonate). Solvent: CN(C=O)C (N,N-dimethylformamide), O (water). Reaction conditions: temperature 60 celsius, time 2 hour. Yields the product C(C)OC(COC1=C2CCC3=C(N=C(S3)SCC(C3=CC=CC=C3)C3=CC=CC=C3)C2=CC=C1)=O (ethyl[[2-(2,2-diphenylethyl)thio-4,5-dihydronaphtho[1,2-d]thiazol-6-yl]oxy]acetate). Yield: 67.7%. As a reaction SMILES: [CH2:1]([O:3][C:4](=[O:21])[CH2:5][O:6][C:7]1[CH:20]=[CH:19][CH:18]=[C:17]2[C:8]=1[CH2:9][CH2:10][C:11]1[S:15][C:14]([SH:16])=[N:13][C:12]=12)[CH3:2].[C:22]1([CH:28]([C:31]2[CH:36]=[CH:35][CH:34]=[CH:33][CH:32]=2)[CH2:29]I)[CH:27]=[CH:26][CH:25]=[CH:24][CH:23]=1.C(=O)([O-])[O-].[K+].[K+]>CN(C)C=O.O>[CH2:1]([O:3][C:4](=[O:21])[CH2:5][O:6][C:7]1[CH:20]=[CH:19][CH:18]=[C:17]2[C:8]=1[CH2:9][CH2:10][C:11]1[S:15][C:14]([S:16][CH2:29][CH:28]([C:22]3[CH:27]=[CH:26][CH:25]=[CH:24][CH:23]=3)[C:31]3[CH:36]=[CH:35][CH:34]=[CH:33][CH:32]=3)=[N:13][C:12]=12)[CH3:2] |f:2.3.4|. Procedure: To a solution of ethyl[(2-mercapto-4,5-dihydronaphtho[1,2-d]thiazol-6-yl)oxy]acetate (1.05 g, 3.27 mmol) in N,N-dimethylformamide (15 mL) were serially added 2,2-diphenylethyl iodide (1.11 g, 3.60 mmol) and potassium carbonate (500 mg, 3.60 mmol) and the mixture was stirred at 60° C. for 2 hours. This reaction mixture was diluted with water and extracted with ethyl acetate. The organic layer was washed with water and saturated aqueous sodium chloride solution, dried over MgSO4, filtered, and con... The reactants are N1(CCOCC1)C1=CC=CC(=N1)CO ((6-(morpholin-4-yl)pyridin-2-yl)methanol), ClC1=NN2C(C3=CC=CC=C13)=NN=C2C2=NOC(=C2)C (6-chloro-3-(5-methylisoxazol-3-yl)-[1,2,4]triazolo[3,4-α]phthalazine). Product: CC1=CC(=NO1)C1=NN=C2N1N=C(C1=CC=CC=C21)OCC2=NC(=CC=C2)N2CCOCC2 (3-(5-Methylisoxazol-3-yl)-6-(6-[morpholin-4-yl]pyridin-2-ylmethoxy)[1,2,4]triazolo-[3,4-α]phthalazine). As a reaction SMILES: [N:1]1([C:7]2[N:12]=[C:11]([CH2:13][OH:14])[CH:10]=[CH:9][CH:8]=2)[CH2:6][CH2:5][O:4][CH2:3][CH2:2]1.Cl[C:16]1[C:25]2[C:20](=[CH:21][CH:22]=[CH:23][CH:24]=2)[C:19]2=[N:26][N:27]=[C:28]([C:29]3[CH:33]=[C:32]([CH3:34])[O:31][N:30]=3)[N:18]2[N:17]=1>>[CH3:34][C:32]1[O:31][N:30]=[C:29]([C:28]2[N:18]3[N:17]=[C:16]([O:14][CH2:13][C:11]4[CH:10]=[CH:9][CH:8]=[C:7]([N:1]5[CH2:2][CH2:3][O:4][CH2:5][CH2:6]5)[N:12]=4)[C:25]4[C:20]([C:19]3=[N:26][N:27]=2)=[CH:21][CH:22]=[CH:23][CH:24]=4)[CH:33]=1. Procedure details: The reaction was carried out according to Example 1 step 4 using (6-(morpholin-4-yl)pyridin-2-yl)methanol (96 mg, 0.49 mmol) and 6-chloro-3-(5-methylisoxazol-3-yl)-[1,2,4]triazolo[3,4-α]phthalazine (141 mg, 0.49 mmol). The crude residue was purified by column chromatography on silica using 2% MeOH/CH2Cl2 containing 1% NH3 to yield, after recrystallisation from CH2Cl2/iso-hexanes, the desired phthalazine (101 mg, 46%). 1H NMR (360 MHz, CDCl3) δ 8.70 (1H, d, J=8.1 Hz), 8.31 (1H, d, J=8.0 Hz), 8.00... Reactants: CN1C(=O)C(NC(=O)OC(C)(C)C)CN(C(=O)c2ccccc2)c2ccccc21, ClCCl, O=C(O)C(F)(F)F. Product: CN1C(=O)C(N)CN(C(=O)c2ccccc2)c2ccccc21. Reaction SMILES: [C:1]([O:2][C:3](=[O:4])[NH:7][CH:8]1[CH2:9][N:10]([C:21]([c:22]2[cH:23][cH:24][cH:25][cH:26][cH:27]2)=[O:28])[c:11]2[c:12]([cH:17][cH:18][cH:19][cH:20]2)[N:13]([CH3:16])[C:14]1=[O:15])([CH3:5])([CH3:6])[CH3:29].[Cl:37][CH2:38][Cl:39].[OH:30][C:31]([C:32]([F:33])([F:34])[F:35])=[O:36]>>[NH2:7][CH:8]1[CH2:9][N:10]([C:21]([c:22]2[cH:23][cH:24][cH:25][cH:26][cH:27]2)=[O:28])[c:11]2[c:12]([cH:17][cH:18][cH:19][cH:20]2)[N:13]([CH3:16])[C:14]1=[O:15]. The reactants are COC(=O)C=1C=NC=CC1C=1CCN(CC1)C(=O)OC(C)(C)C (3,6-Dihydro-2H-[4,4′]bipyridinyl-1,3′-dicarboxylic acid 1-t-butyl ester 3′-methyl ester), [H][H] (Hydrogen). Reagents/catalysts: [OH-].[OH-].[Pd+2] (Pd(OH)2/C). Solvent: CCOC(=O)C (EtOAc). Conditions: time 5 hour. Product: COC(=O)C=1C=NC=CC1C1CCN(CC1)C(=O)OC(C)(C)C (3,4,5,6-tetrahydro-2H-[4,4′]bipyridinyl-1,3′-dicarboxylic acid 1-t-butyl ester 3′-methyl ester). Yield: 76.6%. As a reaction SMILES: [CH3:1][O:2][C:3]([C:5]1[CH:6]=[N:7][CH:8]=[CH:9][C:10]=1[C:11]1[CH2:12][CH2:13][N:14]([C:17]([O:19][C:20]([CH3:23])([CH3:22])[CH3:21])=[O:18])[CH2:15][CH:16]=1)=[O:4].[H][H]>CCOC(C)=O.[OH-].[OH-].[Pd+2]>[CH3:1][O:2][C:3]([C:5]1[CH:6]=[N:7][CH:8]=[CH:9][C:10]=1[CH:11]1[CH2:12][CH2:13][N:14]([C:17]([O:19][C:20]([CH3:23])([CH3:22])[CH3:21])=[O:18])[CH2:15][CH2:16]1)=[O:4] |f:3.4.5|. Reported procedure: A solution of Pd(OH)2/C (5.2 g, 7.4 mmol, 0.3 eq., 20%) in EtOAc (100 mL) was stirred for 10 minutes at room temperature under nitrogen. 3,6-Dihydro-2H-[4,4′]bipyridinyl-1,3′-dicarboxylic acid 1-t-butyl ester 3′-methyl ester (8.7 g, 27.3 mmol, 1.0 eq.) was added. Hydrogen gas was introduced into the reaction vessel (at 1 atm) and the solution was stirred for 5 hours at room temperature. The solids were filtered and the resulting mixture was concentrated under vacuum. The residue was applied onto...